Task: describe an organic reaction: reactants, conditions, products, and yield. Dataset: the Open Reaction Database (ORD), a public repository of structured organic reaction records Reactants: CC(=O)C (acetone), [S-]C#N.[K+] (potassium thiocyanate), C1(=CC=CC=C1)C (toluene). The solvent is solvent, CN(C)C=O (DMF). Product: C=CC1=CC=CC=C1 (styrene), S(C#N)CC1=CC=C(C=C)C=C1 (4-thiocyanatomethylstyrene), vinyl benzyl polyethylene glycol. Reaction SMILES: [C:1]1([CH3:7])[CH:6]=[CH:5][CH:4]=[CH:3][CH:2]=1.[S-:8][C:9]#[N:10].[K+].[CH3:12][C:13]([CH3:15])=O>CN(C=O)C>[CH2:9]=[CH:7][C:1]1[CH:6]=[CH:5][CH:4]=[CH:3][CH:2]=1.[S:8]([CH2:12][C:13]1[CH:15]=[CH:7][C:1]([CH:6]=[CH2:5])=[CH:2][CH:3]=1)[C:9]#[N:10] |f:1.2|. Procedure details: The desired terpolymer of styrene, 4-thiocyanatomethylstyrene, and vinyl benzyl polyethylene glycol was synthesized from the terpolymer of Step II as follows: 1.5 g of the terpolymer formed in Step II was mixed with 350 mL of toluene taken in a 500 mL flask and the contents stirred. To this mixture was added 1.2 g of potassium thiocyanate dissolved in 115 mL of a solvent mixture of DMF and acetone (100/15, v/v). The entire contents of the flask was then heated and allowed to reflux for about 30 ... Reactants: C(c1ccccc1)Oc1ccc2c(c1)c(C=O)c[nH]2, CC1=CN=C(C=C1)N, [C-]#[N+]C1CCCCC1. Reagents/catalysts: O=C(O)C(F)(F)F (trifluoroacetic acid). Run in CC(C)O (isopropyl alcohol), CC(C)O (isopropylalcohol). Reaction conditions: temperature 22 celsius, time 20 hour. Yields the product Cc1ccc2nc(c3c[nH]c4ccc(cc34)OCc3ccccc3)c(NC3CCCCC3)n2c1. The yield is 0.0%. RXN SMILES: CC1=CC=C(N)N=C1.[C-]#[N+]C1CCCCC1.O=CC1=CNC2=C1C=C(OCC1=CC=CC=C1)C=C2>>CC1=CN2C(C=C1)=NC(C1=CNC3=CC=C(OCC4=CC=CC=C4)C=C13)=C2NC1CCCCC1. Starting materials: CC1(C)Nc2ccc(Br)c(CO)c2NC1=O, O=C([O-])[O-], CI, CCOC(C)=O, CN(C)C=O, [Cs+], [Cs+], O. The product is CN1C(=O)C(C)(C)Nc2ccc(Br)c(CO)c21. Reaction SMILES: [Br:1][c:2]1[cH:3][cH:4][c:5]2[c:10]([c:11]1[CH2:12][OH:13])[NH:9][C:8](=[O:14])[C:7]([CH3:15])([CH3:16])[NH:6]2.[C:19](=[O:20])([O-:21])[O-:22].[CH3:17][I:18].[CH3:25][CH2:26][O:27][C:28](=[O:29])[CH3:30].[CH3:31][N:32]([CH3:33])[CH:34]=[O:35].[Cs+:23].[Cs+:24].[OH2:36]>>[Br:1][c:2]1[cH:3][cH:4][c:5]2[c:10]([c:11]1[CH2:12][OH:13])[N:9]([CH3:19])[C:8](=[O:14])[C:7]([CH3:15])([CH3:16])[NH:6]2. The reactants are C(C)(=O)OC(C)=O (acetic anhydride), BrC1=CC(=C(C=C1)C)F (4-bromo-2-fluorotoluene), S(O)(O)(=O)=O (sulphuric acid). The reagents and catalysts are [O-2].[O-2].[O-2].[Cr+6] (chromium trioxide). Run in C(C)(=O)O (acetic acid). Conditions: time 15 minute. Yields the product BrC1=CC(=C(C=O)C=C1)F (4-Bromo-2-fluorobenzaldehyde). As a reaction SMILES: C(O[C:5](=[O:7])[CH3:6])(=O)C.[Br:8][C:9]1[CH:14]=[CH:13]C(C)=[C:11]([F:16])[CH:10]=1.S(=O)(=O)(O)O>[O-2].[O-2].[O-2].[Cr+6].C(O)(=O)C>[Br:8][C:9]1[CH:14]=[CH:13][C:6]([CH:5]=[O:7])=[C:11]([F:16])[CH:10]=1 |f:3.4.5.6|. Reported procedure: To a stirred mixture of glacial acetic acid (88 ml.), acetic anhydride (90 g.) and 4-bromo-2-fluorotoluene (10 g.) at -10° was added concentrated sulphuric acid (12 ml.) over 20 minutes, keeping the temperature around 0°. Solid chromium trioxide (14.7 g.) was added over 40 minutes keeping the temperature below 5°. The mixture was stirred for 15 minutes. The mixture was poured onto ice (300 g.) and stirred. The mixture was extracted with ether (2×300 ml.). The organic extracts were washed with 2%... Starting materials: O1C2=C(C=CC=3C[C@@H]4[C@@H]5CCC(C1[C@@]5(C23)CCN4C)=O)OS(=O)(=O)C(F)(F)F (4,5-epoxy-17-methyl-3-trifluoromethanesulfonyloxymorphinan-6-one), C(=C)[Sn](CCCC)(CCCC)CCCC (vinyltributyltin), [Li+].[Cl-] (LiCl), C1(=CC=CC=C1)P(C1=CC=CC=C1)C1=CC=CC=C1 (triphenylphosphine). Reagents/catalysts: Cl[Pd]([P](C1=CC=CC=C1)(C2=CC=CC=C2)C3=CC=CC=C3)([P](C4=CC=CC=C4)(C5=CC=CC=C5)C6=CC=CC=C6)Cl (bis(triphenylphosphine)palladium(II) chloride). The solvent is CN(C=O)C (dimethylformamide). Reaction conditions: temperature 100 celsius. The product is [NH4+].[OH-] (NH4OH), O1C2=C(C=CC=3C[C@@H]4[C@@H]5CCC(C1[C@@]5(C23)CCN4C)=O)C=C (4,5-Epoxy-17-methyl-3-vinylmorphinan-6-one). The yield is 155.2%. Reaction SMILES: [O:1]1[CH:13]2[C@@:14]34[CH2:16][CH2:17][N:18]([CH3:19])[C@@H:8]([C@@H:9]3[CH2:10][CH2:11][C:12]2=[O:20])[CH2:7][C:6]2=[C:15]4[C:2]1=[C:3](OS(C(F)(F)F)(=O)=O)[CH:4]=[CH:5]2.[CH:29]([Sn](CCCC)(CCCC)CCCC)=[CH2:30].[Li+].[Cl-].C1(P(C2C=CC=CC=2)C2C=CC=CC=2)C=CC=CC=1>CN(C)C=O.Cl[Pd](Cl)([P](C1C=CC=CC=1)(C1C=CC=CC=1)C1C=CC=CC=1)[P](C1C=CC=CC=1)(C1C=CC=CC=1)C1C=CC=CC=1>[NH4+:18].[OH-:1].[O:1]1[CH:13]2[C@@:14]34[CH2:16][CH2:17][N:18]([CH3:19])[C@@H:8]([C@@H:9]3[CH2:10][CH2:11][C:12]2=[O:20])[CH2:7][C:6]2=[C:15]4[C:2]1=[C:3]([CH:29]=[CH2:30])[CH:4]=[CH:5]2 |f:2.3,7.8,^1:72,91|. Procedure: 2 g (4.8 mmol) of 4,5-epoxy-17-methyl-3-trifluoromethanesulfonyloxymorphinan-6-one were dissolved, under a nitrogen atmosphere, in 25 ml of dimethylformamide, then 1.46 ml (5 mmol) of vinyltributyltin, 1.6 g (38.4 mmol) of LiCl, 0.337 g (0.48 mmol) of bis(triphenylphosphine)palladium(II) chloride and 0.5 g (1.9 mmol) of triphenylphosphine were added. The reaction mixture was heated to 100° C. for 3 h, then it was poured onto water and the aqueous phase was extracted with AcOEt. The organic phase... Starting materials: C(=O)(O)[O-].[Na+] (NaHCO3), C(C)N(CC)S(F)(F)F ((Diethylamino)sulphur trifluoride), CC(C)(O[Si](CC)(CC)CC)C1=NC=2N(C=C1)C(=CN2)C2=NC(=NC=C2)C(C)(C)O (2-{4-[7-(1-methyl-1-triethylsilanyloxyethyl)-imidazo[1,2-α]pyrimidin-3-yl]pyrimidin-2-yl}propan-2-ol), O (Water). Solvent: ClCCCl (1,2-dichloroethane). Conditions: time 8 hour. Yields the product FC(C)(C)C1=NC=CC(=N1)C1=CN=C2N1C=CC(=N2)C(C)(O[Si](CC)(CC)CC)C (3-[2-(1-fluoro-1-methylethyl)pyrimidin-4-yl]-7-(1-methyl-1-triethylsilanyloxyethyl)imidazo[1,2-α]pyrimidine). Yield: 29.7%. As a reaction SMILES: C(N(S(F)(F)[F:7])CC)C.[CH3:10][C:11]([C:21]1[CH:26]=[CH:25][N:24]2[C:27]([C:30]3[CH:35]=[CH:34][N:33]=[C:32]([C:36](O)([CH3:38])[CH3:37])[N:31]=3)=[CH:28][N:29]=[C:23]2[N:22]=1)([O:13][Si:14]([CH2:19][CH3:20])([CH2:17][CH3:18])[CH2:15][CH3:16])[CH3:12].O.C([O-])(O)=O.[Na+]>ClCCCl>[F:7][C:36]([C:32]1[N:31]=[C:30]([C:27]2[N:24]3[CH:25]=[CH:26][C:21]([C:11]([CH3:12])([O:13][Si:14]([CH2:19][CH3:20])([CH2:17][CH3:18])[CH2:15][CH3:16])[CH3:10])=[N:22][C:23]3=[N:29][CH:28]=2)[CH:35]=[CH:34][N:33]=1)([CH3:38])[CH3:37] |f:3.4|. Reported procedure: (Diethylamino)sulphur trifluoride (150 mg, 0.95 mmol) was added to a stirred solution of 2-{4-[7-(1-methyl-1-triethylsilanyloxyethyl)-imidazo[1,2-α]pyrimidin-3-yl]pyrimidin-2-yl}propan-2-ol (Example 115, Step 1) (200 mg, 0.47 mmol) in 1,2-dichloroethane (5 ml) at room temperature under N2 and the reaction was stirred overnight. Water (20 ml) was added followed by NaHCO3 solution (20 ml) and then the organics were extracted with CH2Cl2 (3×50 ml) and concentrated under reduced pressure. The residu...